From a dataset of the Open Reaction Database (ORD), a public repository of structured organic reaction records. describe an organic reaction: reactants, conditions, products, and yield Reactants: N1=CC=C(C=C1)C=O (4-Pyridinecarboxaldehyde), COC=1C=C(CC#N)C=CC1OC (3,4-dimethoxybenzyl cyanide). Product: COC=1C=C(C=CC1OC)/C(/C#N)=C/C1=CC=NC=C1 ((Z)-2-(3,4-dimethoxy-phenyl)-3-pyridin-4-yl-acrylonitrile). The yield is 63.2%. RXN SMILES: [N:1]1[CH:6]=[CH:5][C:4]([CH:7]=O)=[CH:3][CH:2]=1.[CH3:9][O:10][C:11]1[CH:12]=[C:13]([CH:17]=[CH:18][C:19]=1[O:20][CH3:21])[CH2:14][C:15]#[N:16]>>[CH3:9][O:10][C:11]1[CH:12]=[C:13](/[C:14](=[CH:7]/[C:4]2[CH:3]=[CH:2][N:1]=[CH:6][CH:5]=2)/[C:15]#[N:16])[CH:17]=[CH:18][C:19]=1[O:20][CH3:21]. Procedure: 4-Pyridinecarboxaldehyde (2.14 g) was condensed with 3,4-dimethoxybenzyl cyanide (3.54 g) through Method A (production step 2), to thereby yield the target product (yield: 3.36 g, 63%).